Dataset: the Open Reaction Database (ORD), a public repository of structured organic reaction records. Task: describe an organic reaction: reactants, conditions, products, and yield Reactants: ice, BrC1=CC(=C(C(=N1)/C(/CF)=N\[S@](=O)C(C)(C)C)F)[Si](CC)(CC)CC ((R,E)-N-(1-(6-bromo-3-fluoro-4-(triethylsilyl)pyridin-2-yl)-2-fluoroethylidene)-2-methylpropane-2-sulfinamide), C1CCOC1 (THF), [Cl-].C(C)(C)(C)OC(C[Zn+])=O (2-tert-butoxy-2-oxoethylzinc chloride). The solvent is C(=O)(O)[O-].[Na+] (NaHCO3), O (water). Run at temperature 0 celsius. The product is BrC1=CC(=C(C(=N1)[C@@](CC(=O)OC(C)(C)C)(CF)N[S@](=O)C(C)(C)C)F)[Si](CC)(CC)CC ((5)-tert-butyl 3-(6-bromo-3-fluoro-4-(triethylsilyl)pyridin-2-yl)-3-((R)-1,1-dimethylethylsulfinamido)-4-fluorobutanoate). As a reaction SMILES: [Br:1][C:2]1[N:7]=[C:6](/[C:8](=[N:11]\[S@@:12]([C:14]([CH3:17])([CH3:16])[CH3:15])=[O:13])/[CH2:9][F:10])[C:5]([F:18])=[C:4]([Si:19]([CH2:24][CH3:25])([CH2:22][CH3:23])[CH2:20][CH3:21])[CH:3]=1.C1COCC1.[Cl-].[C:32]([O:36][C:37](=[O:40])[CH2:38][Zn+])([CH3:35])([CH3:34])[CH3:33]>C([O-])(O)=O.[Na+].O>[Br:1][C:2]1[N:7]=[C:6]([C@:8]([NH:11][S@@:12]([C:14]([CH3:17])([CH3:16])[CH3:15])=[O:13])([CH2:9][F:10])[CH2:38][C:37]([O:36][C:32]([CH3:35])([CH3:34])[CH3:33])=[O:40])[C:5]([F:18])=[C:4]([Si:19]([CH2:20][CH3:21])([CH2:22][CH3:23])[CH2:24][CH3:25])[CH:3]=1 |f:2.3,4.5|. Reported procedure: To a 1000 mL 3-neck round-bottomed flask equipped with an addition funnel and internal temperature probe was added (R,E)-N-(1-(6-bromo-3-fluoro-4-(triethylsilyl)pyridin-2-yl)-2-fluoroethylidene)-2-methylpropane-2-sulfinamide (43.3 g, 95 mmol) and THF (400 mL). The mixture was cooled to 0° C. and 2-tert-butoxy-2-oxoethylzinc chloride (Rieke Metals; 458 mL, 229 mmol, 0.5 M in diethyl ether) was added dropwise over 1 h keeping the internal temperature under 3° C. After the addition the ice bath was... Reactants: CN(C(CC)=O)C1=CC(=CC=C1)C=1N=NC(=CC1)Cl (N-methyl-N-[3-(6-chloro-3-pyridazinyl)phenyl]propanamide), CNC(NN)=S (4-methylthiosemicarbazide). Run in C(C)O (ethanol). Yields the product CN(C(CC)=O)C1=CC(=CC=C1)C=1C=CC=2N(N1)C(=NN2)NC (N-Methyl-N-[3-[3-(methylamino)-1,2,4-triazolo[4,3-b]-pyridazin-6-yl]phenyl]propanamide). Isolated yield 16.0%. Reaction SMILES: [CH3:1][N:2]([C:7]1[CH:12]=[CH:11][CH:10]=[C:9]([C:13]2[N:14]=[N:15][C:16](Cl)=[CH:17][CH:18]=2)[CH:8]=1)[C:3](=[O:6])[CH2:4][CH3:5].[CH3:20][NH:21][C:22](=S)[NH:23][NH2:24]>C(O)C>[CH3:1][N:2]([C:7]1[CH:12]=[CH:11][CH:10]=[C:9]([C:13]2[CH:18]=[CH:17][C:16]3[N:15]([C:22]([NH:21][CH3:20])=[N:23][N:24]=3)[N:14]=2)[CH:8]=1)[C:3](=[O:6])[CH2:4][CH3:5]. Procedure: A solution of 5.0 g of N-methyl-N-[3-(6-chloro-3-pyridazinyl)phenyl]propanamide and 3.8 g 4-methylthiosemicarbazide in 200 ml ethanol was refluxed for 18 hours. The mixture was then treated and the product chromatographed as described in Example 70. Recrystalization of the product from dichloromethane-hexane afforded 0.9 g yellow powder, mp 212°-213° C. The reactants are CC1=C(C=C(C=C1)C=1OC(=NN1)C)C1=CC=C(C=C1)C(=O)O (2′-methyl-5′-(5-methyl-1,3,4-oxadiazol-2-yl)-1,1′-biphenyl-4-carboxylic acid), CNCCC1=CC=CC=C1 (N-methyl-N-(phenylethyl)amine). Yields the product CC1=C(C=C(C=C1)C=1OC(=NN1)C)C1=CC=C(C=C1)C(=O)N(CCC1=CC=CC=C1)C (2′-Methyl-N-methyl-5′-(5-methyl-1,3,4-oxadiazol-2-yl)-N-(phenylethyl)-1,1′-biphenyl-4-carboxamide). Reaction SMILES: [CH3:1][C:2]1[CH:7]=[CH:6][C:5]([C:8]2[O:9][C:10]([CH3:13])=[N:11][N:12]=2)=[CH:4][C:3]=1[C:14]1[CH:19]=[CH:18][C:17]([C:20](O)=[O:21])=[CH:16][CH:15]=1.[CH3:23][NH:24][CH2:25][CH2:26][C:27]1[CH:32]=[CH:31][CH:30]=[CH:29][CH:28]=1>>[CH3:1][C:2]1[CH:7]=[CH:6][C:5]([C:8]2[O:9][C:10]([CH3:13])=[N:11][N:12]=2)=[CH:4][C:3]=1[C:14]1[CH:15]=[CH:16][C:17]([C:20]([N:24]([CH3:23])[CH2:25][CH2:26][C:27]2[CH:32]=[CH:31][CH:30]=[CH:29][CH:28]=2)=[O:21])=[CH:18][CH:19]=1. Procedure details: 2′-Methyl-N-methyl-5′-(5-methyl-1,3,4-oxadiazol-2-yl)-N-(phenylethyl)-1,1′-biphenyl-4-carboxamide was prepared from 2′-methyl-5′-(5-methyl-1,3,4-oxadiazol-2-yl)-1,1′-biphenyl-4-carboxylic acid and N-methyl-N-(phenylethyl)amine using method M. NMR; δH [2H6]—DMSO 7.89,(1H, dd), 7.75,(1H, d), 7.54,(1H, d), 7.47-7.17,(8H, m), 6.99,(1H, d), 3.69,(1H, m), 3.43,(1H, m), 3.04,(1.5H, s), 2.92,(1H, m), 2.87,(1.5H, s), 2.80,(1H, m), 2.56,(3H, s), 2.31,(3H, s). LCMS; retention time 3.39 min, MH+ 412. Starting materials: COc1ccc(CCC2(C3CCCC3)CC(=O)CC(=O)O2)cc1, COc1cc(OC)c(CCC2(C3CCCC3)CC(=O)CC(=O)O2)cc1Cl. The product is COc1cc(OC)c(CCC2(C3CCCC3)CC(O)=CC(=O)O2)cc1Cl. RXN SMILES: [CH3:27][O:28][c:29]1[cH:30][cH:31][c:32]([CH2:33][CH2:34][C:35]2([CH:36]3[CH2:37][CH2:38][CH2:39][CH2:40]3)[O:41][C:42](=[O:43])[CH2:44][C:45](=[O:46])[CH2:47]2)[cH:48][cH:49]1.[Cl:1][c:2]1[c:3]([O:25][CH3:26])[cH:4][c:5]([O:23][CH3:24])[c:6]([CH2:8][CH2:9][C:10]2([CH:18]3[CH2:19][CH2:20][CH2:21][CH2:22]3)[CH2:11][C:12](=[O:17])[CH2:13][C:14](=[O:16])[O:15]2)[cH:7]1>>[Cl:1][c:2]1[c:3]([O:25][CH3:26])[cH:4][c:5]([O:23][CH3:24])[c:6]([CH2:8][CH2:9][C:10]2([CH:18]3[CH2:19][CH2:20][CH2:21][CH2:22]3)[CH2:11][C:12]([OH:17])=[CH:13][C:14](=[O:16])[O:15]2)[cH:7]1.